Task: describe an organic reaction: reactants, conditions, products, and yield. Dataset: the Open Reaction Database (ORD), a public repository of structured organic reaction records Starting materials: CSCC1(OC(C=C1)OC)OC (2-methylthiomethyl-2,5-dimethoxy-2,5-dihydrofuran), C (charcoal), O=C1C(O)=C(O)[C@H](O1)[C@@H](O)CO (L-Ascorbic acid), O1CCC=C1 (dihydrofuran). The solvent is O (water), C(C)(=O)OCC (ethyl acetate). Run at time 1 hour. Yields the product CSCC1=CC=C(O1)C1(C(=O)OC(C1=O)CC(O)O)O (2-(5-methylthiomethyl-2-furyl)-2-hydroxy-3-keto-4-dihydroxyethyl-butyrolactone). Yield: 88.0%. As a reaction SMILES: [O:1]=[C:2]1[O:8][C@H:7]([C@H:9]([CH2:11][OH:12])O)[C:5]([OH:6])=[C:3]1[OH:4].[CH3:13][S:14][CH2:15][C:16]1(OC)[CH:20]=[CH:19][CH:18](OC)[O:17]1.[O:25]1C=CCC1.C>O.C(OCC)(=O)C>[CH3:13][S:14][CH2:15][C:16]1[O:17][C:18]([C:3]2([OH:4])[C:5](=[O:6])[CH:7]([CH2:9][CH:11]([OH:12])[OH:25])[O:8][C:2]2=[O:1])=[CH:19][CH:20]=1. Procedure details: L-Ascorbic acid (8.8 g, 0.05 mole) was dissolved in 62 mL water that had been purged with nitrogen for 1 hour. Freshly distilled 2-methylthiomethyl-2,5-dimethoxy-2,5-dihydrofuran (9.5 g, 0.05 mole) was added dropwise with stirring over a period of 1 hour. The reaction mixture was not completely homogeneous. Twenty four hours after the addition of the dihydrofuran, the insoluble droplets were removed by treatment with methylene chloride. The aqueous fraction was frozen and freeze-dried to give 14... Starting materials: ClC1=NC(=C(C(=N1)Cl)C(=O)Cl)Cl (2,4,6-trichloropyrimidine-5-carbonyl chloride), C([O-])(O)=O.[Na+] (sodium bicarbonate), CNC (dimethylamine). Solvent: C(Cl)Cl (DCM), O (water), C(Cl)Cl (DCM). Product: ClC1=NC(=C(C(=N1)Cl)C(=O)N(C)C)Cl (2,4,6-trichloro-N,N-dimethylpyrimidine-5-carboxamide). Reaction SMILES: [Cl:1][C:2]1[N:7]=[C:6]([Cl:8])[C:5]([C:9](Cl)=[O:10])=[C:4]([Cl:12])[N:3]=1.C(=O)(O)[O-].[Na+].[CH3:18][NH:19][CH3:20]>C(Cl)Cl.O>[Cl:1][C:2]1[N:7]=[C:6]([Cl:8])[C:5]([C:9]([N:19]([CH3:20])[CH3:18])=[O:10])=[C:4]([Cl:12])[N:3]=1 |f:1.2|. Reported procedure: To a solution of the subtitle product of step ii) (2.0 g) in DCM (20 ml) and sodium bicarbonate (1.36 g) in water (20 ml) at 0° C. was added dimethylamine (1.00 ml, 40% aqueous) dropwise. The reaction mixture was stirred at room temperature for 2 h before DCM (40 ml) was added and the aqueous layer separated. The organic layer was washed with water (20 ml), brine (10 ml) and dried (MgSO4). The solid was filtered and the solvent evaporated to dryness under reduced pressure. The residue was purifi... The reactants are COc1cc(C=O)ccc1-n1cnc(C)c1, CCOP(=O)(OCC)C1CCC2CCC(c3cccc(F)c3)N2C1=O, [Li+], C1CCOC1, [OH-], O. Product: COc1cc(C=C2CCC3CCC(c4cccc(F)c4)N3C2=O)ccc1-n1cnc(C)c1. RXN SMILES: [CH3:3][O:4][c:5]1[cH:6][c:7]([CH:8]=[O:9])[cH:10][cH:11][c:12]1-[n:13]1[cH:14][n:15][c:16]([CH3:18])[cH:17]1.[F:19][c:20]1[cH:21][c:22]([CH:26]2[CH2:27][CH2:28][CH:29]3[CH2:30][CH2:31][CH:32]([P:36](=[O:37])([O:38][CH2:39][CH3:40])[O:41][CH2:42][CH3:43])[C:33](=[O:35])[N:34]23)[cH:23][cH:24][cH:25]1.[Li+:1].[O:45]1[CH2:46][CH2:47][CH2:48][CH2:49]1.[OH-:2].[OH2:44]>>[CH3:3][O:4][c:5]1[cH:6][c:7]([CH:8]=[C:32]2[CH2:31][CH2:30][CH:29]3[CH2:28][CH2:27][CH:26]([c:22]4[cH:21][c:20]([F:19])[cH:25][cH:24][cH:23]4)[N:34]3[C:33]2=[O:35])[cH:10][cH:11][c:12]1-[n:13]1[cH:14][n:15][c:16]([CH3:18])[cH:17]1. Starting materials: C(C)(C)(C)OC(=O)N1CCC(CC1)CCOCC1=CC=C(C=C1)C (1-(tert-butoxycarbonyl)-4-[2-(4-methylbenzyloxy)ethyl]piperidine), Cl.CCOCC (HCl ether). Run in CO (MeOH). Run at time 8 hour. The product is CC1=CC=C(COCCC2CCNCC2)C=C1 (4-[2-(4-methylbenzyloxy)ethyl]piperidine). Yield: 81.8%. As a reaction SMILES: C(OC([N:8]1[CH2:13][CH2:12][CH:11]([CH2:14][CH2:15][O:16][CH2:17][C:18]2[CH:23]=[CH:22][C:21]([CH3:24])=[CH:20][CH:19]=2)[CH2:10][CH2:9]1)=O)(C)(C)C.Cl.CCOCC>CO>[CH3:24][C:21]1[CH:20]=[CH:19][C:18]([CH2:17][O:16][CH2:15][CH2:14][CH:11]2[CH2:10][CH2:9][NH:8][CH2:13][CH2:12]2)=[CH:23][CH:22]=1 |f:1.2|. Procedure: To a solution of 1-(tert-butoxycarbonyl)-4-[2-(4-methylbenzyloxy)ethyl]piperidine (470 mg, 1.41 mmol) in MeOH (0.5 mL) was added 2N anhydrous HCl/ether (2 mL, 4.0 mmol). The reaction mixture was stirred overnight. After evaporation, the residue was dissolved in deionized water. EtOAc was used to wash the aqueous layer before the pH was altered to approx. 9-10. The aqueous layer was extracted three times with CH2Cl2 and dried over Na2SO4. After evaporation, 4-[2-(4-methylbenzyloxy)ethyl]piperidin... The reactants are C(C)C=1C(N(CC1C)C(=O)NCC1CCOC2=CC(=C(C=C12)S(N)(=O)=O)OC)=O (4-((3-ethyl-4-methyl-2-oxo-3-pyrroline-1-carboxamido) methyl)-6-sulfamoyl-7-methoxychroman), C(CC)N=C=S (n-propyl isothiocyanate). Product: C(C)C=1C(N(CC1C)C(=O)NCC1CCOC2=CC(=C(C=C12)S(=O)(=O)NC(=S)NCCC)OC)=O (4-((3-Ethyl-4-methyl-2-oxo-3-pyrroline-1-carboxamido) methyl)-6-(n-propylaminothiocarbonylaminosulfonyl)-7-methoxychroman). Reaction SMILES: [CH2:1]([C:3]1[C:4](=[O:29])[N:5]([C:9]([NH:11][CH2:12][CH:13]2[C:22]3[C:17](=[CH:18][C:19]([O:27][CH3:28])=[C:20]([S:23](=[O:26])(=[O:25])[NH2:24])[CH:21]=3)[O:16][CH2:15][CH2:14]2)=[O:10])[CH2:6][C:7]=1[CH3:8])[CH3:2].[CH2:30]([N:33]=[C:34]=[S:35])[CH2:31][CH3:32]>>[CH2:1]([C:3]1[C:4](=[O:29])[N:5]([C:9]([NH:11][CH2:12][CH:13]2[C:22]3[C:17](=[CH:18][C:19]([O:27][CH3:28])=[C:20]([S:23]([NH:24][C:34]([NH:33][CH2:30][CH2:31][CH3:32])=[S:35])(=[O:25])=[O:26])[CH:21]=3)[O:16][CH2:15][CH2:14]2)=[O:10])[CH2:6][C:7]=1[CH3:8])[CH3:2]. Procedure: 4-((3-Ethyl-4-methyl-2-oxo-3-pyrroline-1-carboxamido) methyl)-6-(n-propylaminothiocarbonylaminosulfonyl)-7-methoxychroman ##STR49## 4-((3-Ethyl-4-methyl-2-oxo-3-pyrroline-1-carboxamido) methyl)-6-(n-propylaminothiocarbonylaminosulfonyl)-7-methoxychroman is prepared as described in Example 14 from 4-((3-ethyl-4-methyl-2-oxo-3-pyrroline-1-carboxamido) methyl)-6-sulfamoyl-7-methoxychroman and n-propyl isothiocyanate. Melting point: 96°-98° C. The reactants are CC(=O)O, O=C1OC(=O)C(c2ccccc2)=C1Cl, COC(=O)c1ccc(CN)cc1. Product: COC(=O)c1ccc(CN2C(=O)C(Cl)=C(c3ccccc3)C2=O)cc1. As a reaction SMILES: [CH3:27][C:28](=[O:29])[OH:30].[Cl:1][C:2]1=[C:6]([c:7]2[cH:8][cH:9][cH:10][cH:11][cH:12]2)[C:5](=[O:13])[O:4][C:3]1=[O:14].[NH2:15][CH2:16][c:17]1[cH:18][cH:19][c:20]([C:21](=[O:22])[O:23][CH3:24])[cH:25][cH:26]1>>[Cl:1][C:2]1=[C:6]([c:7]2[cH:8][cH:9][cH:10][cH:11][cH:12]2)[C:5](=[O:13])[N:15]([CH2:16][c:17]2[cH:18][cH:19][c:20]([C:21](=[O:22])[O:23][CH3:24])[cH:25][cH:26]2)[C:3]1=[O:14]. The reactants are CCOC(=O)CCCBr, CN(C)C=O, [H-], O=[N+]([O-])c1ccc2[nH]cc(-c3cccnc3)c2c1, [Na+]. Yields the product CCOC(=O)CCCn1cc(-c2cccnc2)c2cc([N+](=O)[O-])ccc21. Reaction SMILES: [Br:21][CH2:22][CH2:23][CH2:24][C:25](=[O:26])[O:27][CH2:28][CH3:29].[CH3:30][N:31]([CH3:32])[CH:33]=[O:34].[H-:19].[N+:1](=[O:2])([O-:3])[c:4]1[cH:5][c:6]2[c:7](-[c:13]3[cH:14][n:15][cH:16][cH:17][cH:18]3)[cH:8][nH:9][c:10]2[cH:11][cH:12]1.[Na+:20]>>[N+:1](=[O:2])([O-:3])[c:4]1[cH:5][c:6]2[c:7](-[c:13]3[cH:14][n:15][cH:16][cH:17][cH:18]3)[cH:8][n:9]([CH2:22][CH2:23][CH2:24][C:25](=[O:26])[O:27][CH2:28][CH3:29])[c:10]2[cH:11][cH:12]1. Reported procedure: The ester methyl 2-benzoylbenzoate was prepared from the corresponding acid 2-benzoyl benzoic acid by Fischer esterification. One mole (226.23 grams) of 2-benzoylbenzoic acid was refluxed overnight in 1500 milliliters of methanol containing 2 grams of p-toluenesulfonic acid as catalyst. Cooling and rotary evaporation of the solvent afforded the ester as white crystals (melting point 145° C.) having a purity of about 99 percent. This material was used as such without further purification. Other e... Starting materials: C(C1=CC=CC=C1)(=O)C1=C(C(=O)O)C=CC=C1 (2-benzoyl benzoic acid), C(C1=CC=CC=C1)(=O)C1=C(C(=O)O)C=CC=C1 (2-benzoylbenzoic acid), CO (methanol). As a reaction SMILES: [C:1]([C:9]1[CH:17]=[CH:16][CH:15]=[CH:14][C:10]=1[C:11]([OH:13])=[O:12])(=[O:8])[C:2]1[CH:7]=[CH:6][CH:5]=[CH:4][CH:3]=1.[CH3:18]O>C1(C)C=CC(S(O)(=O)=O)=CC=1>[C:1]([C:9]1[CH:17]=[CH:16][CH:15]=[CH:14][C:10]=1[C:11]([O:13][CH3:18])=[O:12])(=[O:8])[C:2]1[CH:3]=[CH:4][CH:5]=[CH:6][CH:7]=1. The reagents and catalysts are C1(=CC=C(C=C1)S(=O)(=O)O)C (p-toluenesulfonic acid). Yields the product ester methyl 2-benzoylbenzoate, C(C1=CC=CC=C1)(=O)C1=C(C(=O)OC)C=CC=C1 (METHYL 2-BENZOYLBENZOATE).